Dataset: the Open Reaction Database (ORD), a public repository of structured organic reaction records. Task: describe an organic reaction: reactants, conditions, products, and yield Reactants: C1CCOC1, Cc1ccccc1, CCOC(C)=O, COC(=O)c1ccc(C)c(I)c1, CC(C)[Mg+], [Cl-], O=C(Cl)c1ccc([N+](=O)[O-])cc1Cl, O, c1ccc(P(c2ccccc2)(c2ccccc2)[Pd](P(c2ccccc2)(c2ccccc2)c2ccccc2)(P(c2ccccc2)(c2ccccc2)c2ccccc2)P(c2ccccc2)(c2ccccc2)c2ccccc2)cc1. The product is COC(=O)c1ccc(C)c(C(=O)c2ccc([N+](=O)[O-])cc2Cl)c1. Reaction SMILES: [CH2:18]1[O:19][CH2:20][CH2:21][CH2:22]1.[CH3:113][c:114]1[cH:115][cH:116][cH:117][cH:118][cH:119]1.[CH3:120][CH2:121][O:122][C:123]([CH3:124])=[O:125].[CH3:1][O:2][C:3]([c:4]1[cH:5][c:6]([I:11])[c:7]([CH3:10])[cH:8][cH:9]1)=[O:12].[CH:14]([Mg+:15])([CH3:16])[CH3:17].[Cl-:13].[Cl:23][c:24]1[c:25]([C:26](=[O:27])[Cl:28])[cH:29][cH:30][c:31]([N+:33](=[O:34])[O-:35])[cH:32]1.[OH2:126].[cH:36]1[cH:37][cH:38][c:39]([P:40]([Pd:41]([P:42]([c:43]2[cH:44][cH:45][cH:46][cH:47][cH:48]2)([c:49]2[cH:50][cH:51][cH:52][cH:53][cH:54]2)[c:55]2[cH:56][cH:57][cH:58][cH:59][cH:60]2)([P:61]([c:62]2[cH:63][cH:64][cH:65][cH:66][cH:67]2)([c:68]2[cH:69][cH:70][cH:71][cH:72][cH:73]2)[c:74]2[cH:75][cH:76][cH:77][cH:78][cH:79]2)[P:80]([c:81]2[cH:82][cH:83][cH:84][cH:85][cH:86]2)([c:87]2[cH:88][cH:89][cH:90][cH:91][cH:92]2)[c:93]2[cH:94][cH:95][cH:96][cH:97][cH:98]2)([c:99]2[cH:100][cH:101][cH:102][cH:103][cH:104]2)[c:105]2[cH:106][cH:107][cH:108][cH:109][cH:110]2)[cH:111][cH:112]1>>[CH3:1][O:2][C:3]([c:4]1[cH:5][c:6]([C:26]([c:25]2[c:24]([Cl:23])[cH:32][c:31]([N+:33](=[O:34])[O-:35])[cH:30][cH:29]2)=[O:27])[c:7]([CH3:10])[cH:8][cH:9]1)=[O:12]. The reactants are BrC=C(C)C1CCCCC1 ((1-bromoprop-1-en-2-yl)cyclohexane), ClC1=CC=2C3=C(NC2C=C1)CCN(C3)C (8-Chloro-2,3,4,5-tetrahydro-2-methyl-1H-pyrido[4,3-b]indole), P(=O)([O-])([O-])[O-].[K+].[K+].[K+] (potassium phosphate), N1[C@H](C(=O)O)CCC1 (L-proline). Reagents/catalysts: [Cu]I (copper(I) iodide). Run in CN(C)C=O (DMF), CN(C)C=O (DMF). Run at temperature 85 celsius. Yields the product ClC1=CC=2C3=C(N(C2C=C1)\C=C(/C)\C1CCCCC1)CCN(C3)C ((E)-8-chloro-5-(2-cyclohexylprop-1-enyl)-2-methyl-2,3,4,5-tetrahydro-1H-pyrido[4,3-b]indole). Reaction SMILES: [Cl:1][C:2]1[CH:10]=[CH:9][C:8]2[NH:7][C:6]3[CH2:11][CH2:12][N:13]([CH3:15])[CH2:14][C:5]=3[C:4]=2[CH:3]=1.P([O-])([O-])([O-])=O.[K+].[K+].[K+].N1CCC[C@H]1C(O)=O.Br[CH:33]=[C:34]([CH:36]1[CH2:41][CH2:40][CH2:39][CH2:38][CH2:37]1)[CH3:35]>CN(C=O)C.[Cu]I>[Cl:1][C:2]1[CH:10]=[CH:9][C:8]2[N:7](/[CH:33]=[C:34](/[CH:36]3[CH2:41][CH2:40][CH2:39][CH2:38][CH2:37]3)\[CH3:35])[C:6]3[CH2:11][CH2:12][N:13]([CH3:15])[CH2:14][C:5]=3[C:4]=2[CH:3]=1 |f:1.2.3.4|. Procedure: 8-Chloro-2,3,4,5-tetrahydro-2-methyl-1H-pyrido[4,3-b]indole (110 mg, 0.5 mmol) was dissolved in DMF (3 mL) and potassium phosphate (212.4 mg, 1 mmol), copper(I) iodide (9.5 mg, 0.05 mmol) and L-proline (11.51 mg, 0.1 mmol) was added in to it. (1-bromoprop-1-en-2-yl)cyclohexane (121.8 mg, 0.6 mmol) was dissolved in DMF (2 mL) and added dropwise. Nitrogen was purged for 2 min and the reaction mixture was heated at 85° C. overnight (prolonged heating was required in some cases). DMF was evaporated ... Reactants: C1(CCCCC1)N=C=NC1CCCCC1 (dicyclohexylcarbodiimide), CS(=O)(=N)C (dimethyl sulphoximine), ClC1=C(C(=O)O)C=C(C=C1)OC1=C(C=C(C=C1)C(F)(F)F)Cl (2-chloro-5-(o-chloro-p-trifluoromethyl-phenoxy)-benzoic acid). The solvent is C(Cl)Cl (methylene chloride), C(Cl)Cl (methylene chloride). Product: ClC1=C(C(=O)N=S(=O)(C)C)C=C(C=C1)OC1=C(C=C(C=C1)C(F)(F)F)Cl (N-[2-chloro-5-(o-chloro-p-trifluoromethyl-phenoxy)-benzoyl]-S,S-dimethyl-sulphoximine). RXN SMILES: [Cl:1][C:2]1[CH:10]=[CH:9][C:8]([O:11][C:12]2[CH:17]=[CH:16][C:15]([C:18]([F:21])([F:20])[F:19])=[CH:14][C:13]=2[Cl:22])=[CH:7][C:3]=1[C:4](O)=[O:5].C1(N=C=NC2CCCCC2)CCCCC1.[CH3:38][S:39]([CH3:42])(=[NH:41])=[O:40]>C(Cl)Cl>[Cl:1][C:2]1[CH:10]=[CH:9][C:8]([O:11][C:12]2[CH:17]=[CH:16][C:15]([C:18]([F:21])([F:20])[F:19])=[CH:14][C:13]=2[Cl:22])=[CH:7][C:3]=1[C:4]([N:41]=[S:39]([CH3:42])([CH3:38])=[O:40])=[O:5]. Procedure: A solution of 2.46 g of 2-chloro-5-(o-chloro-p-trifluoromethyl-phenoxy)-benzoic acid in 20 ml of methylene chloride is added dropwise at room temperature while stirring to a solution of 1.3 g of dicyclohexylcarbodiimide and 0.6 g of dimethyl sulphoximine in 5 ml of methylene chloride, a slight exothermic reaction occurring. After a reaction time of 15 minutes the solvent is removed by evaporation under reduced pressure and the residue is purified by chromatography on silica gel with n-hexane/eth... Starting materials: FC1=CC=C(C=C1)C1(C(NCCC1)=O)C1=CC=C(C=C1)F (3,3-bis(4-fluorophenyl)piperidin-2-one), CC(C)([O-])C.[K+] (potassium tert-butoxide), BrCC(=O)OCC (ethyl 2-bromoacetate). The solvent is O1CCCC1 (tetrahydrofuran). Reaction conditions: temperature 80 celsius, time 8 hour. The product is FC1=CC=C(C=C1)C1(C(N(CCC1)CC(=O)OCC)=O)C1=CC=C(C=C1)F (ethyl 2-(3,3-bis(4-fluorophenyl)-2-oxopiperidin-1-yl)acetate). RXN SMILES: [F:1][C:2]1[CH:7]=[CH:6][C:5]([C:8]2([C:15]3[CH:20]=[CH:19][C:18]([F:21])=[CH:17][CH:16]=3)[CH2:13][CH2:12][CH2:11][NH:10][C:9]2=[O:14])=[CH:4][CH:3]=1.CC(C)([O-])C.[K+].Br[CH2:29][C:30]([O:32][CH2:33][CH3:34])=[O:31]>O1CCCC1>[F:21][C:18]1[CH:17]=[CH:16][C:15]([C:8]2([C:5]3[CH:4]=[CH:3][C:2]([F:1])=[CH:7][CH:6]=3)[CH2:13][CH2:12][CH2:11][N:10]([CH2:29][C:30]([O:32][CH2:33][CH3:34])=[O:31])[C:9]2=[O:14])=[CH:20][CH:19]=1 |f:1.2|. Procedure details: To the product from Example 90B (0.43 g, 1.50 mmol) as a solution in tetrahydrofuran (20 mL) was added potassium tert-butoxide (1.0 M in tetrahydrofuran) (1.80 mL, 1.80 mmol) via syringe under nitrogen followed by the addition of ethyl 2-bromoacetate (0.18 mL, 1.65 mmol). The reaction mixture heated at 80° C. and stirred overnight. The reaction mixture was cooled to room temperature, concentrated, diluted with ethyl acetate, washed with water and brine, dried with MgSO4, filtered and concentrate... Starting materials: CCOc1cc(NC(=O)OC(C)(C)C)c(N)cc1C(F)(F)F, CC(C)(C)OC(=O)CC(=O)c1ccnc(C#N)c1. Yields the product CCOc1cc(NC(=O)OC(C)(C)C)c(NC(=O)CC(=O)c2ccnc(C#N)c2)cc1C(F)(F)F. RXN SMILES: [C:1]([CH3:2])([CH3:3])([CH3:4])[O:5][C:6]([NH:7][c:8]1[c:9]([NH2:21])[cH:10][c:11]([C:17]([F:18])([F:19])[F:20])[c:12]([O:14][CH2:15][CH3:16])[cH:13]1)=[O:22].[C:23]([CH3:25])([CH3:26])([O:27][C:28](=[O:24])[CH2:29][C:30](=[O:31])[c:32]1[cH:33][c:34]([C:38]#[N:39])[n:35][cH:36][cH:37]1)[CH3:40]>>[C:1]([CH3:2])([CH3:3])([CH3:4])[O:5][C:6]([NH:7][c:8]1[c:9]([NH:21][C:28](=[O:27])[CH2:29][C:30](=[O:31])[c:32]2[cH:33][c:34]([C:38]#[N:39])[n:35][cH:36][cH:37]2)[cH:10][c:11]([C:17]([F:18])([F:19])[F:20])[c:12]([O:14][CH2:15][CH3:16])[cH:13]1)=[O:22]. The reactants are [Al+3], O=C(c1ccccc1)N1CCc2[nH]c3cccc(-c4ccccc4F)c3c2CC1, [H-], [H-], [H-], [H-], [Li+], C1CCOC1. Yields the product Fc1ccccc1-c1cccc2[nH]c3c(c12)CCN(Cc1ccccc1)CC3. Reaction SMILES: [Al+3:2].[C:7]([c:8]1[cH:9][cH:10][cH:11][cH:12][cH:13]1)(=[O:14])[N:15]1[CH2:16][CH2:17][c:18]2[nH:19][c:20]3[cH:21][cH:22][cH:23][c:24](-[c:29]4[c:30]([F:35])[cH:31][cH:32][cH:33][cH:34]4)[c:25]3[c:26]2[CH2:27][CH2:28]1.[H-:1].[H-:4].[H-:5].[H-:6].[Li+:3].[O:36]1[CH2:37][CH2:38][CH2:39][CH2:40]1>>[CH2:7]([c:8]1[cH:9][cH:10][cH:11][cH:12][cH:13]1)[N:15]1[CH2:16][CH2:17][c:18]2[nH:19][c:20]3[cH:21][cH:22][cH:23][c:24](-[c:29]4[c:30]([F:35])[cH:31][cH:32][cH:33][cH:34]4)[c:25]3[c:26]2[CH2:27][CH2:28]1. Starting materials: Cl.C(CCC)C=1OC2=C(C1CN)C=CC=C2 ((2-butyl-1-benzofuran-3-yl)methylamine hydrochloride), C(CCCCCCCCCCC)NC(C1=CC=C(C=C1)C=O)=O (N-dodecyl-4-formylbenzamide). Run in C(C)N(CC)CC (triethylamine). The product is C(CCC)C=1OC2=C(C1CNCC1=CC=C(C(=O)NCCCCCCCCCCCC)C=C1)C=CC=C2 (4-({[(2-butyl-1-benzofuran-3-yl)methyl]amino}methyl)-N-dodecylbenzamide). Isolated yield 59.0%. As a reaction SMILES: Cl.[CH2:2]([C:6]1[O:7][C:8]2[CH:16]=[CH:15][CH:14]=[CH:13][C:9]=2[C:10]=1[CH2:11][NH2:12])[CH2:3][CH2:4][CH3:5].[CH2:17]([NH:29][C:30](=[O:39])[C:31]1[CH:36]=[CH:35][C:34]([CH:37]=O)=[CH:33][CH:32]=1)[CH2:18][CH2:19][CH2:20][CH2:21][CH2:22][CH2:23][CH2:24][CH2:25][CH2:26][CH2:27][CH3:28]>C(N(CC)CC)C>[CH2:2]([C:6]1[O:7][C:8]2[CH:16]=[CH:15][CH:14]=[CH:13][C:9]=2[C:10]=1[CH2:11][NH:12][CH2:37][C:34]1[CH:35]=[CH:36][C:31]([C:30]([NH:29][CH2:17][CH2:18][CH2:19][CH2:20][CH2:21][CH2:22][CH2:23][CH2:24][CH2:25][CH2:26][CH2:27][CH3:28])=[O:39])=[CH:32][CH:33]=1)[CH2:3][CH2:4][CH3:5] |f:0.1|. Reported procedure: The same procedure as employed in the preparation of Example 1 (step a) but using (2-butyl-1-benzofuran-3-yl)methylamine hydrochloride, triethylamine and N-dodecyl-4-formylbenzamide gave the title compound as a colorless oil (59%). 1H NMR (CDCl3, 300 MHz) δ 7.76 (m, 2H), 7.58 (m, 1H), 7.42 (m, 3H), 7.29-7.18 (m, 2H), 6.23 (m, 1H), 3.87 (m, 4H), 3.46 (m, 2H), 2.75 (t, 2H, J=7.5 Hz), 1.77-1.56 (m, 5H), 1.45-1.23 (m, 20H), 0.98-0.86 (m, 6H). HPLC (Condition A), Rt: 5.49 min (HPLC purity: 97.4%).